From a dataset of the Open Reaction Database (ORD), a public repository of structured organic reaction records. describe an organic reaction: reactants, conditions, products, and yield As a reaction SMILES: [OH:1][C:2]1[CH2:11][CH2:10][C:9]2[C:4](=[CH:5][CH:6]=[CH:7][C:8]=2[O:12][CH2:13][CH:14]2[O:16][CH2:15]2)[N:3]=1.[NH2:17][CH2:18][CH2:19][O:20][C:21]1[CH:26]=[CH:25][C:24]([C:27]2[CH:28]([CH3:34])[CH2:29][C:30](=[O:33])[NH:31][N:32]=2)=[CH:23][CH:22]=1>>[OH:1][C:2]1[CH2:11][CH2:10][C:9]2[C:4](=[CH:5][CH:6]=[CH:7][C:8]=2[O:12][CH2:13][CH:14]([OH:16])[CH2:15][NH:17][CH2:18][CH2:19][O:20][C:21]2[CH:22]=[CH:23][C:24]([C:27]3[CH:28]([CH3:34])[CH2:29][C:30](=[O:33])[NH:31][N:32]=3)=[CH:25][CH:26]=2)[N:3]=1. Product: OC1=NC2=CC=CC(=C2CC1)OCC(CNCCOC1=CC=C(C=C1)C=1C(CC(NN1)=O)C)O (6-[4-[2-[3-(3,4-Dihydro-2-hydroxy-quinolin-5-yloxy)-2-hydroxypropylamino]ethoxy]phenyl]-4,5-dihydro-5-methyl-3(2H)-pyridazinone). Reported procedure: Prepared analogously to Example 1 from 1-(3,4-dihydro-2-hydroxy-quinolin-5-yloxy)-2,3-epoxypropane and 6-[4-(2-aminoethoxy)phenyl]-4,5-dihydro-5-methyl-3(2H)-pyridazinone. Starting materials: OC1=NC2=CC=CC(=C2CC1)OCC1CO1 (1-(3,4-dihydro-2-hydroxy-quinolin-5-yloxy)-2,3-epoxypropane), NCCOC1=CC=C(C=C1)C=1C(CC(NN1)=O)C (6-[4-(2-aminoethoxy)phenyl]-4,5-dihydro-5-methyl-3(2H)-pyridazinone).